Dataset: the Open Reaction Database (ORD), a public repository of structured organic reaction records. Task: describe an organic reaction: reactants, conditions, products, and yield Starting materials: CC#CCO, [Cl-], CC(C)C(C)Oc1cc(Cl)ncn1, [H-], [NH4+], [Na+], C1CCOC1. Product: CC#CCOc1cc(OC(C)C(C)C)ncn1. RXN SMILES: [CH2:3]([C:4]#[C:5][CH3:6])[OH:7].[Cl-:21].[Cl:8][c:9]1[n:10][cH:11][n:12][c:13]([O:15][CH:16]([CH:17]([CH3:18])[CH3:19])[CH3:20])[cH:14]1.[H-:1].[NH4+:22].[Na+:2].[O:23]1[CH2:24][CH2:25][CH2:26][CH2:27]1>>[CH2:3]([C:4]#[C:5][CH3:6])[O:7][c:9]1[n:10][cH:11][n:12][c:13]([O:15][CH:16]([CH:17]([CH3:18])[CH3:19])[CH3:20])[cH:14]1. Starting materials: O (water), COC1=C(C#N)C(=CC(=N1)C)C (2-methoxy-4,6-dimethylnicotinonitrile), solid, [OH-].[K+] (potassium hydroxide). The solvent is C(C)O (ethanol). The product is COC1=C(C(=O)O)C(=CC(=N1)C)C (2-methoxy-4,6-dimethylnicotinic acid). As a reaction SMILES: [CH3:1][O:2][C:3]1[N:10]=[C:9]([CH3:11])[CH:8]=[C:7]([CH3:12])[C:4]=1[C:5]#N.[OH-:13].[K+].[OH2:15]>C(O)C>[CH3:1][O:2][C:3]1[N:10]=[C:9]([CH3:11])[CH:8]=[C:7]([CH3:12])[C:4]=1[C:5]([OH:15])=[O:13] |f:1.2|. Procedure details: 97 g (0.6 mole) of 2-methoxy-4,6-dimethylnicotinonitrile and 230 g of solid potassium hydroxide are dissolved in 1000 ml of ethanol and 120 ml of water and the solution is refluxed under nitrogen for 82 hours. The mixture is cooled, the precipitated substance collected by filtration, and the bulk of the ethanol is distilled off from the filtrate in vacuo. The residue is dissolved in 500 ml of water and extracted with methylene chloride. The alkaline aqueous phase is adjusted to pH 3.3 with conce...